describe an organic reaction: reactants, conditions, products, and yield From a dataset of the Open Reaction Database (ORD), a public repository of structured organic reaction records. Reactants: C(C)(C)(C)C1CCC(CC1)N(C1=NC2=C(N1C)C=C(C=C2)O)CC2=CC=C(C(=O)OC)C=C2 (Methyl 4-{[(4-tert-butylcyclohexyl)(6-hydroxy-1-methyl-1H-benzimidazol-2-yl)amino]methyl}benzoate), [Li+].[OH-] (LiOH), Cl (HCl), CCOC(=O)C (EtOAc). Solvent: O1CCOCC1 (dioxane), O (H2O). Reaction conditions: temperature 40 celsius, time 8 hour. Product: C(C)(C)(C)C1CCC(CC1)N(C1=NC2=C(N1C)C=C(C=C2)O)CC2=CC=C(C(=O)O)C=C2 (4-{[(4-tert-Butylcyclohexyl)(6-hydroxy-1-methyl-1H-benzimidazol-2-yl)amino]-methyl}benzoic acid). RXN SMILES: [C:1]([CH:5]1[CH2:10][CH2:9][CH:8]([N:11]([CH2:23][C:24]2[CH:33]=[CH:32][C:27]([C:28]([O:30]C)=[O:29])=[CH:26][CH:25]=2)[C:12]2[N:16]([CH3:17])[C:15]3[CH:18]=[C:19]([OH:22])[CH:20]=[CH:21][C:14]=3[N:13]=2)[CH2:7][CH2:6]1)([CH3:4])([CH3:3])[CH3:2].[Li+].[OH-].CCOC(C)=O.Cl>O1CCOCC1.O>[C:1]([CH:5]1[CH2:10][CH2:9][CH:8]([N:11]([CH2:23][C:24]2[CH:25]=[CH:26][C:27]([C:28]([OH:30])=[O:29])=[CH:32][CH:33]=2)[C:12]2[N:16]([CH3:17])[C:15]3[CH:18]=[C:19]([OH:22])[CH:20]=[CH:21][C:14]=3[N:13]=2)[CH2:7][CH2:6]1)([CH3:4])([CH3:2])[CH3:3] |f:1.2|. Procedure details: To the title compound of Example 12 Step A (0.1 mmol, 50 mg) in 800 μL of dioxane was added LiOH (0.4 mmol, 10 mg) in 400 μL of H2O. The resulting solution was stirred at 40° C. overnight. The reaction mixture was taken up in aqueous pH 7 buffer and EtOAc, and acidified with 2 N HCl until two clear layers formed after agitation. The organic layer was collected and the aqueous layer was washed with EtOAc. The combined organic layers were dried with MgSO4 and concentrated under reduced pressure to... Starting materials: CCCCN(CCCC)CCCC, ClCCl, C[n+]1ccccc1Cl, CC(C)O, [I-], O=C(O)c1cc(-c2ccccc2)c(=O)n2c1-c1sccc1CC2. Product: CC(C)OC(=O)c1cc(-c2ccccc2)c(=O)n2c1-c1sccc1CC2. RXN SMILES: [CH2:1]([N:2]([CH2:3][CH2:4][CH2:5][CH3:6])[CH2:7][CH2:8][CH2:9][CH3:10])[CH2:11][CH2:12][CH3:13].[CH2:50]([Cl:51])[Cl:52].[CH3:42][n+:43]1[cH:44][cH:45][cH:46][cH:47][c:48]1[Cl:49].[CH:14]([CH3:15])([CH3:16])[OH:17].[I-:41].[O:18]=[c:19]1[n:20]2[c:25]([c:26]([C:35](=[O:36])[OH:37])[cH:27][c:28]1-[c:29]1[cH:30][cH:31][cH:32][cH:33][cH:34]1)-[c:24]1[c:23]([cH:40][cH:39][s:38]1)[CH2:22][CH2:21]2>>[CH:14]([CH3:15])([CH3:16])[O:17][C:35]([c:26]1[c:25]2[n:20]([c:19](=[O:18])[c:28](-[c:29]3[cH:30][cH:31][cH:32][cH:33][cH:34]3)[cH:27]1)[CH2:21][CH2:22][c:23]1[c:24]-2[s:38][cH:39][cH:40]1)=[O:36]. Reactants: O1[N-][NH+]=CC1=O.C(=O)C1=[N+]([N-]OC1=O)C (4-formyl-3-methylsydnone sydnone), N\C(=C/C(=O)OC)\C (methyl 3-aminocrotonate), C(CC(=O)C)(=O)OC (methyl acetoacetate), C(C)(C)O (isopropanol). The product is CC=1NC(=C(C(C1C(=O)OC)C1=NC=C2N1C=CC=C2)C(=O)OC)C (Dimethyl 2,6-dimethyl-4-(3-imidazo[1,5-a]pyridinyl)-1,4-dihydropyridine-3,5-dicarboxylate). As a reaction SMILES: O1[C:5](=O)[CH:4]=[NH+:3][N-]1.[CH:7]([C:9]1[C:13](=O)O[N-][N+:10]=1[CH3:15])=O.[NH2:16]/[C:17](/[CH3:23])=[CH:18]\[C:19]([O:21][CH3:22])=[O:20].[C:24]([O:30][CH3:31])(=[O:29])[CH2:25][C:26]([CH3:28])=O.[CH:32](O)(C)[CH3:33]>>[CH3:23][C:17]1[NH:16][C:26]([CH3:28])=[C:25]([C:24]([O:30][CH3:31])=[O:29])[CH:5]([C:4]2[N:10]3[CH:15]=[CH:32][CH:33]=[CH:13][C:9]3=[CH:7][N:3]=2)[C:18]=1[C:19]([O:21][CH3:22])=[O:20] |f:0.1|. Reported procedure: To 0.58 g (4 mmol) 3-formylimidazo[1,5-a]pyridine (1) in 15 ml isopropanol was added 0.46 g (4 mmol) methyl 3-aminocrotonate and 0.46 g (4 mmol) methyl acetoacetate and the resulting solution was heated at reflux for 20 hours. The cooled reaction mixture was then filtered to give a yellow solid which was washed with ether and subsequently recrystallized from methanol to give pure (2), m.p. 255°-257° (dec). The reactants are C([O-])([O-])=O.[K+].[K+] (Potassium carbonate), C(C)(C)(C)OC(=O)N1CCC(=CC1)C#C[Si](C)(C)C (1-tert-butoxycarbonyl-4-trimethylsilylethynyl- 1,2,3,6-tetrahydropyridine). The solvent is CO (methanol). Run at time 3 hour. The product is C(C)(C)(C)OC(=O)N1CCC(=CC1)C#C (1-tert-Butoxycarbonyl-4-ethynyl-1,2,3,6-tetrahydropyridine), solid. The yield is 90.0%. Reaction SMILES: C(=O)([O-])[O-].[K+].[K+].[C:7]([O:11][C:12]([N:14]1[CH2:19][CH:18]=[C:17]([C:20]#[C:21][Si](C)(C)C)[CH2:16][CH2:15]1)=[O:13])([CH3:10])([CH3:9])[CH3:8]>CO>[C:7]([O:11][C:12]([N:14]1[CH2:15][CH:16]=[C:17]([C:20]#[CH:21])[CH2:18][CH2:19]1)=[O:13])([CH3:10])([CH3:9])[CH3:8] |f:0.1.2|. Reported procedure: Potassium carbonate (1.0 g, 7.2 mmol) was added to a solution of 1-tert-butoxycarbonyl-4-trimethylsilylethynyl- 1,2,3,6-tetrahydropyridine (44.9 g, 16 lmmol) in methanol (250 ml) under a nitrogen atmosphere and the mixture was stirred at room temperature for 3 hours. The solution was evaporated in vacuo without heating. The residue was dissolved in ether (250 ml), washed with sodium carbonate (sat., 100 ml), water (50 ml) and brine (50 ml) before drying (MgSO4) and evaporation in vacuo to give t... Starting materials: CCn1cc(C(=O)O)c(=O)c2cc(F)c(N3CCN(S(=O)(=O)c4ccc(NC(C)=O)cc4)CC3)c(F)c21, CN(C)C=O. Yields the product CCn1cc(C(=O)O)c(=O)c2cc(F)c(N3CCN(S(=O)(=O)c4ccc(NC(C)=O)cc4)CC3)c(OC)c21. RXN SMILES: [CH2:1]([CH3:2])[n:3]1[cH:4][c:5]([C:35](=[O:36])[OH:37])[c:6](=[O:34])[c:7]2[cH:8][c:9]([F:33])[c:10]([N:14]3[CH2:15][CH2:16][N:17]([S:20](=[O:21])(=[O:22])[c:23]4[cH:24][cH:25][c:26]([NH:29][C:30]([CH3:31])=[O:32])[cH:27][cH:28]4)[CH2:18][CH2:19]3)[c:11]([F:13])[c:12]12.[CH3:38][N:39]([CH:40]=[O:41])[CH3:42]>>[CH2:1]([CH3:2])[n:3]1[cH:4][c:5]([C:35](=[O:36])[OH:37])[c:6](=[O:34])[c:7]2[cH:8][c:9]([F:33])[c:10]([N:14]3[CH2:15][CH2:16][N:17]([S:20](=[O:21])(=[O:22])[c:23]4[cH:24][cH:25][c:26]([NH:29][C:30]([CH3:31])=[O:32])[cH:27][cH:28]4)[CH2:18][CH2:19]3)[c:11]([O:41][CH3:40])[c:12]12. Reactants: ClC1=C(C=CC=C1)C1=C2CCC(N(C2=CC(=C1)OC)C1=C(C=CC=C1Cl)Cl)=O (5-(2-chlorophenyl)-1-(2,6-dichlorophenyl)-3,4-dihydro-7-methoxy-2(1H)-quinolinone), ClC1=C(C=CC=C1)C1=C2CCC(N(C2=CC(=C1)OC)C1=C(C=CC=C1Cl)Cl)=O (5-(2-chlorophenyl)-1-(2,6-dichlorophenyl)-3,4-dihydro-7-methoxy-2(1H)-quinolinone), ClC1=C(C(=CC=C1)Cl)N1C(CCC2=C(C=C(C=C12)O)C1=C(C=C(C=C1)F)F)=O (1-(2,6-dichlorophenyl)-5-(2,4-difluorophenyl)-3,4-dihydro-7-hydroxy-2(1H)-quinolinone). Product: ClC1=C(C=CC=C1)C1=C2CCC(N(C2=CC(=C1)O)C1=C(C=CC=C1Cl)Cl)=O (5-(2-Chlorophenyl)-1-(2,6-dichlorophenyl)-3,4-dihydro-7-hydroxy-2(1H)-quinolinone). Reaction SMILES: [Cl:1][C:2]1[CH:7]=[CH:6][CH:5]=[CH:4][C:3]=1[C:8]1[CH:17]=[C:16]([O:18]C)[CH:15]=[C:14]2[C:9]=1[CH2:10][CH2:11][C:12](=[O:28])[N:13]2[C:20]1[C:25]([Cl:26])=[CH:24][CH:23]=[CH:22][C:21]=1[Cl:27].ClC1C=CC=C(Cl)C=1N1C2C(=C(C3C=CC(F)=CC=3F)C=C(O)C=2)CCC1=O>>[Cl:1][C:2]1[CH:7]=[CH:6][CH:5]=[CH:4][C:3]=1[C:8]1[CH:17]=[C:16]([OH:18])[CH:15]=[C:14]2[C:9]=1[CH2:10][CH2:11][C:12](=[O:28])[N:13]2[C:20]1[C:21]([Cl:27])=[CH:22][CH:23]=[CH:24][C:25]=1[Cl:26]. Procedure: 5-(2-Chlorophenyl)-1-(2,6-dichlorophenyl)-3,4-dihydro-7-hydroxy-2(1H)-quinolinone was prepared from 5-(2-chlorophenyl)-1-(2,6-dichlorophenyl)-3,4-dihydro-7-methoxy-2(1H)-quinolinone (INTERMEDIATE 6) by a procedure analogous to that described in INTERMEDIATE 3 Mass spectrum (ESI) 418.1 (M+1). 1H NMR (500 MHz, CDCl3): δ 7.43-7.52 (m, 2H); 7.22-7.40 (m, 4H); 6.38 (d, J=2.5 Hz, 1H); 5.82 (d, J=2.5 Hz, 1H); 2.58-2.85 (m, 4H).